describe an organic reaction: reactants, conditions, products, and yield From a dataset of the Open Reaction Database (ORD), a public repository of structured organic reaction records. Reactants: BrBr (bromine), C(C)(=O)C=1SC=C(C1OC(C1=CC=CC=C1)=O)C(=O)OC (Methyl 2-acetyl-3-benzoyloxythiophene-4-carboxylate). Run in ClC(Cl)(Cl)Cl (tetrachloromethane), ClC(Cl)(Cl)Cl (tetrachloromethane). Run at temperature 22.5 celsius. Yields the product BrCC(=O)C=1SC=C(C1OC(C1=CC=CC=C1)=O)C(=O)OC (Methyl 2-(2-bromoacetyl)-3-benzoyloxythiophene-4-carboxylate). Yield: 77.0%. RXN SMILES: [Br:1]Br.[C:3]([C:6]1[S:7][CH:8]=[C:9]([C:20]([O:22][CH3:23])=[O:21])[C:10]=1[O:11][C:12](=[O:19])[C:13]1[CH:18]=[CH:17][CH:16]=[CH:15][CH:14]=1)(=[O:5])[CH3:4]>ClC(Cl)(Cl)Cl>[Br:1][CH2:4][C:3]([C:6]1[S:7][CH:8]=[C:9]([C:20]([O:22][CH3:23])=[O:21])[C:10]=1[O:11][C:12](=[O:19])[C:13]1[CH:18]=[CH:17][CH:16]=[CH:15][CH:14]=1)=[O:5]. Reported procedure: A solution of 1.28 mL of bromine in 24 mL of tetrachloromethane was added dropwise to a solution of 7.23 g of Compound 1C in 72 mL of tetrachloromethane over a period of 10 minutes and stirred at reflux. After a further 5 minutes at reflux, the mixture was cooled to 20-25° C. The precipitated solid was collected by filtration and washed with cold tetrachloromethane to yield 7 g (77%) of Compound 1D, melting at 115-118° C. The compound was contaminated with impurities 1B and methyl 2-(2,2-dibromo... The reactants are ClC=1SC(=CN1)CCl (2-Chloro-5-thiazolylmethylchloride), CN (methylamine). Run in C(C)O (ethanol). Conditions: temperature 20 celsius. Product: ClC=1SC(=CN1)CNC (N-(2-chloro-5-thiazolylmethyl)-N-methylamine). As a reaction SMILES: [Cl:1][C:2]1[S:3][C:4]([CH2:7]Cl)=[CH:5][N:6]=1.[CH3:9][NH2:10]>C(O)C>[Cl:1][C:2]1[S:3][C:4]([CH2:7][NH:10][CH3:9])=[CH:5][N:6]=1. Reported procedure: 2-Chloro-5-thiazolylmethylchloride (5.0 g, 0.03 mol) and methylamine (4.6 g, 0.15 mol) were dissolved in ethanol (50 ml). The resulting solution was heated under reflux for 2 hours. The resulting mixture was allowed to cool to ambient temperature (20° C.) and the solvent was removed by evaporation under reduced pressure. The residue was added to a mixture of dichloromethane (150 ml) and aqueous sodium hydroxide (2N, 50 ml) and the mixture agitated. The two phases were allowed to separate and the... Starting materials: COC1=CC=C(CNCCNC(=O)C=2SC=CC2NC2=C3C(=NC=C2)NC=C3)C=C1 (3-(1H-Pyrrolo[2,3-b]pyridin-4-ylamino)-thiophene-2-carboxylic acid [2-(4-methoxy-benzylamino)-ethyl]amide), N1=CC(=CC=C1)C=O (3-pyridinecarboxaldehyde). The product is N1=CC(=CC=C1)CNCCNC(=O)C=1SC=CC1NC1=C2C(=NC=C1)NC=C2 (3-(1H-Pyrrolo[2,3-b]pyridin-4-ylamino)-thiophene-2-carboxylic acid {2-[(pyridin-3-ylmethyl)-amino]-ethyl}-amide). Reaction SMILES: CO[C:3]1C=[CH:29][C:6]([CH2:7][NH:8][CH2:9][CH2:10][NH:11][C:12]([C:14]2[S:15][CH:16]=[CH:17][C:18]=2[NH:19][C:20]2[CH:25]=[CH:24][N:23]=[C:22]3[NH:26][CH:27]=[CH:28][C:21]=23)=[O:13])=[CH:5][CH:4]=1.[N:31]1C=CC=C(C=O)C=1>>[N:31]1[CH:3]=[CH:4][CH:5]=[C:6]([CH2:7][NH:8][CH2:9][CH2:10][NH:11][C:12]([C:14]2[S:15][CH:16]=[CH:17][C:18]=2[NH:19][C:20]2[CH:25]=[CH:24][N:23]=[C:22]3[NH:26][CH:27]=[CH:28][C:21]=23)=[O:13])[CH:29]=1. Reported procedure: This compound was prepared in an analogous manner as 3-(1H-Pyrrolo[2,3-b]pyridin-4-ylamino)-thiophene-2-carboxylic acid [2-(4-methoxy-benzylamino)-ethyl]amide using 3-pyridinecarboxaldehyde instead of 4-methoxy benzaldehyde. LCMS (ESI) 393 (M+H) 1H NMR (400 MHz, METHANOL-d4) δ ppm 8.51 (1H, d, J=2.20 Hz) 8.39 (1H, dd, J=4.91, 1.54 Hz) 8.00 (1H, d, J=5.66 Hz) 7.80 (1H, dt, J=7.83, 1.87 Hz) 7.64 (1H, d, J=5.42 Hz) 7.47 (1H, d, J=5.47 Hz) 7.33 (1H, dd, J=7.83, 4.91 Hz) 7.24 (1H, d, J=3.56 Hz) 6.87 ... Starting materials: C(C=C)(=O)OCC(CCCC)CC (2-ethylhexyl acrylate), C([O-])([O-])=O.[Cs+].[Cs+] (cesium carbonate). Run in C(C)#N (acetonitrile). Run at time 24 hour. The product is CCCCC(CC)C(=O)O (2-EHA). The yield is 399.2%. RXN SMILES: C([O:5][CH2:6][CH:7]([CH2:12][CH3:13])[CH2:8][CH2:9][CH2:10][CH3:11])(=O)C=C.C(=O)([O-])[O-:15].[Cs+].[Cs+]>C(#N)C>[CH3:11][CH2:10][CH2:9][CH2:8][CH:7]([C:6]([OH:5])=[O:15])[CH2:12][CH3:13] |f:1.2.3|. Procedure details: A mixture of TMIT (1.0 g, 6.33 mmol), 2-ethylhexyl acrylate (1.16 g, 6.33 mmol) and cesium carbonate (1.0 g, 3.3 mmol) in acetonitrile (15 mL) was stirred at room temperature for 24 h. The reaction mixture was filtered to separate solid cesium carbonate and solvent was evaporated from the filtrate to obtain the product as a colorless oil (1.9 g, 88 %). IR: 3325, 2961, 1732, 1595, 1480 cm31 1; 1H NMR (CDCl3, 500 MHz): δ3.96 (overlapping d, 2 H), 3.83 (t, 1.72 H), 3.22 (t, 0.28 H), 2.82 (t, 1.72 H... Reactants: BrC1=C(C=CC=C1)C1(OCCO1)C (2-(2′-bromophenyl)-2-methyl-1,3-dioxolane), CC1=C(N)C(=CC=C1)C (2,6-dimethylaniline), CC(C)(C)[O-].[Na+] (NaOtBu), ligand A. The reagents and catalysts are C=1C=CC(=CC1)/C=C/C(=O)/C=C/C2=CC=CC=C2.C=1C=CC(=CC1)/C=C/C(=O)/C=C/C2=CC=CC=C2.[Pd] (Pd(dba)2). Solvent: C1(=CC=CC=C1)C (toluene), C(C)OCC (diethyl ether). Run at temperature 105 celsius. Yields the product CC1=C(NC2=C(C=CC=C2)C2(OCCO2)C)C(=CC=C1)C (2-[2′-(2,6-Dimethylanilino)phenyl]-2-methyl-1,3-dioxolane). RXN SMILES: Br[C:2]1[CH:7]=[CH:6][CH:5]=[CH:4][C:3]=1[C:8]1([CH3:13])[O:12][CH2:11][CH2:10][O:9]1.[CH3:14][C:15]1[CH:21]=[CH:20][CH:19]=[C:18]([CH3:22])[C:16]=1[NH2:17].CC([O-])(C)C.[Na+]>C1(C)C=CC=CC=1.C(OCC)C.C1C=CC(/C=C/C(/C=C/C2C=CC=CC=2)=O)=CC=1.C1C=CC(/C=C/C(/C=C/C2C=CC=CC=2)=O)=CC=1.[Pd]>[CH3:14][C:15]1[CH:21]=[CH:20][CH:19]=[C:18]([CH3:22])[C:16]=1[NH:17][C:2]1[CH:7]=[CH:6][CH:5]=[CH:4][C:3]=1[C:8]1([CH3:13])[O:12][CH2:11][CH2:10][O:9]1 |f:2.3,6.7.8|. Procedure: A mixture of 2-(2′-bromophenyl)-2-methyl-1,3-dioxolane (362 mg, 1.49 mmol), 2,6-dimethylaniline(189 mg, 1.56 mmol), NaOtBu (172 mg, 1.79 mmol), Pd(dba)2 (17 mg, 0.03 mmol), ligand A (21 mg, 0.06 mmol) in toluene (4 mL) was heated to 105° C. for 4.5 hours. The reaction was cooled to room temperature, taken up in diethyl ether (125 mL), washed with water (2×30 mL) and brine (30 mL), dried over MgSO4, filtered and concentrated under vacuum. The crude product was purified by column chromatography on... The reactants are C(C)(=O)N1[C@H](CN(C2=CC(=CC=C12)C=1C=NNC1)C(=O)OC1CCC1)C (cyclobutyl (35)-4-acetyl-3-methyl-7-(1H-pyrazol-4-yl)-1,2,3,4-tetrahydroquinoxaline-1-carboxylate), CN(C=O)C (N,N-dimethylformamide), BrC1CCS(CC1)(=O)=O (4-bromo-1λ6-thiane-1,1-dione), C([O-])([O-])=O.[Cs+].[Cs+] (cesium carbonate). The solvent is O (water). Reported procedure: A 100-mL round-bottom flask was charged with cyclobutyl (35)-4-acetyl-3-methyl-7-(1H-pyrazol-4-yl)-1,2,3,4-tetrahydroquinoxaline-1-carboxylate (1.67 g, 4.71 mmol), N,N-dimethylformamide (10 mL), 4-bromo-1λ6-thiane-1,1-dione (1.0 g, 4.7 mmol), and cesium carbonate (3.08 g, 9.45 mmol). The resulting mixture was stirred overnight at 100° C. After cooling to room temperature, the resulting solution was diluted with water (20 mL) and extracted with ethyl acetate (2×30 mL). The combined organic layers... Product: C(C)(=O)N1[C@H](CN(C2=CC(=CC=C12)C=1C=NN(C1)C1CS(CCC1)(=O)=O)C(=O)OC1CCC1)C (cyclobutyl (3S)-4-acetyl-7-[1-(1,1-dioxo-1λ6-thian-3-yl)-1H-pyrazol-4-yl]-3-methyl-1,2,3,4-tetrahydroquinoxaline-1-carboxylate). Run at temperature 100 celsius, time 8 hour. Reaction SMILES: [C:1]([N:4]1[C:13]2[C:8](=[CH:9][C:10]([C:14]3[CH:15]=[N:16][NH:17][CH:18]=3)=[CH:11][CH:12]=2)[N:7]([C:19]([O:21][CH:22]2[CH2:25][CH2:24][CH2:23]2)=[O:20])[CH2:6][C@@H:5]1[CH3:26])(=[O:3])[CH3:2].CN(C)C=O.Br[CH:33]1[CH2:38][CH2:37][S:36](=[O:40])(=[O:39])[CH2:35][CH2:34]1.C(=O)([O-])[O-].[Cs+].[Cs+]>O>[C:1]([N:4]1[C:13]2[C:8](=[CH:9][C:10]([C:14]3[CH:15]=[N:16][N:17]([CH:34]4[CH2:33][CH2:38][CH2:37][S:36](=[O:40])(=[O:39])[CH2:35]4)[CH:18]=3)=[CH:11][CH:12]=2)[N:7]([C:19]([O:21][CH:22]2[CH2:25][CH2:24][CH2:23]2)=[O:20])[CH2:6][C@@H:5]1[CH3:26])(=[O:3])[CH3:2] |f:3.4.5|.